From a dataset of the Open Reaction Database (ORD), a public repository of structured organic reaction records. describe an organic reaction: reactants, conditions, products, and yield The reactants are Nc1n[nH]c(N)n1, C1CCOC1, O=C(O)c1ccc2ccccc2c1. Product: Nc1n[nH]c(NC(=O)c2ccc3ccccc3c2)n1. Reaction SMILES: [NH2:14][c:15]1[n:16][nH:17][c:18]([NH2:20])[n:19]1.[O:21]1[CH2:22][CH2:23][CH2:24][CH2:25]1.[cH:1]1[c:2]([C:11](=[O:12])[OH:13])[cH:3][cH:4][c:5]2[cH:6][cH:7][cH:8][cH:9][c:10]12>>[cH:1]1[c:2]([C:11](=[O:13])[NH:14][c:15]2[nH:16][n:17][c:18]([NH2:20])[n:19]2)[cH:3][cH:4][c:5]2[cH:6][cH:7][cH:8][cH:9][c:10]12. Reactants: FC1=CC=C(C=C1)CCN1CCC(CC1)C=O (1-[2-(4-fluorophenyl)ethyl]-4-piperidinecarboxaldehyde), C=1(C(OC)=CC=CC1)OC (veratrole), [Li]CCCC (n-BuLi), solution. Run in C1CCOC1 (THF), C1CCOC1 (THF), CCCCCC (hexane). Conditions: temperature -78 celsius, time 2.5 hour. The product is COC1=C(C=CC=C1OC)C(O)C1CCN(CC1)CCC1=CC=C(C=C1)F (racemic α-(2,3-dimethoxyphenyl)-1-[2-(4-fluorophenyl)ethyl]-4-piperidinemethanol). Reaction SMILES: [C:1]1([O:9][CH3:10])[C:2](=[CH:5][CH:6]=[CH:7][CH:8]=1)[O:3][CH3:4].[Li]CCCC.[F:16][C:17]1[CH:22]=[CH:21][C:20]([CH2:23][CH2:24][N:25]2[CH2:30][CH2:29][CH:28]([CH:31]=[O:32])[CH2:27][CH2:26]2)=[CH:19][CH:18]=1>C1COCC1.CCCCCC>[CH3:4][O:3][C:2]1[C:1]([O:9][CH3:10])=[CH:8][CH:7]=[CH:6][C:5]=1[CH:31]([CH:28]1[CH2:29][CH2:30][N:25]([CH2:24][CH2:23][C:20]2[CH:21]=[CH:22][C:17]([F:16])=[CH:18][CH:19]=2)[CH2:26][CH2:27]1)[OH:32]. Procedure: To a stirred solution of veratrole (0.93 g, 6.7 mmol) in THF (20 mL) under argon at 0° C. was added n-BuLi (2.7 mL of a 2.5M solution in hexane, 6.75 mmol). After stirring 2.5 h, the solution was cooled to -78° C. and treated with 1-[2-(4-fluorophenyl)ethyl]-4-piperidinecarboxaldehyde (1.30 g, 5.5 mmol) in THF (25 mL) via an addition funnel. The cooling bath was removed and the solution was allowed to stir for 2 hours. Water was added, the layers separated, and the aqueous layer was extracted wi...